Dataset: the Open Reaction Database (ORD), a public repository of structured organic reaction records. Task: describe an organic reaction: reactants, conditions, products, and yield The reactants are COc1cc(Cl)ccc1N=c1scc(-c2ccc(F)cc2)n1CCCN(CC(=O)O)C(=O)OC(C)(C)C, Cl. The product is COc1cc(Cl)ccc1N=c1scc(-c2ccc(F)cc2)n1CCCNCC(=O)O. Reaction SMILES: [C:1]([O:2][C:3](=[O:4])[N:8]([CH2:9][C:10](=[O:11])[OH:12])[CH2:13][CH2:14][CH2:15][n:16]1[c:17](=[N:28][c:29]2[c:30]([O:36][CH3:37])[cH:31][c:32]([Cl:35])[cH:33][cH:34]2)[s:18][cH:19][c:20]1-[c:21]1[cH:22][cH:23][c:24]([F:27])[cH:25][cH:26]1)([CH3:5])([CH3:6])[CH3:7].[ClH:38]>>[NH:8]([CH2:9][C:10](=[O:11])[OH:12])[CH2:13][CH2:14][CH2:15][n:16]1[c:17](=[N:28][c:29]2[c:30]([O:36][CH3:37])[cH:31][c:32]([Cl:35])[cH:33][cH:34]2)[s:18][cH:19][c:20]1-[c:21]1[cH:22][cH:23][c:24]([F:27])[cH:25][cH:26]1. The reactants are COC(C1=CC=CC=C1)(OC)OC (trimethoxytoluene), O=P12OP3(=O)OP(=O)(O1)OP(=O)(O2)O3 (phosphorus pentoxide), FC=1C(=C(C(=O)O)C(=CC1)F)C (3,6-difluoro-2-methylbenzoic acid), COC=1C=C(C=C(C1OC)OC)C (3,4,5-trimethoxytoluene), O=P12OP3(=O)OP(=O)(O1)OP(=O)(O2)O3 (phosphorus pentoxide). Solvent: ClCCl (dichloromethane), O (water). Run at time 16 hour. Product: FC1=C(C(=O)C2=C(C=C(C(=C2OC)OC)OC)C)C(=C(C=C1)F)C (2,5-Difluoro-2′,6-dimethyl-4′,5′,6′-trimethoxybenzophenone). Yield: 67.0%. As a reaction SMILES: [F:1][C:2]1[C:3]([CH3:12])=[C:4]([C:8]([F:11])=[CH:9][CH:10]=1)[C:5]([OH:7])=O.[CH3:13][O:14][C:15]1[CH:16]=[C:17]([CH3:25])[CH:18]=[C:19]([O:23][CH3:24])[C:20]=1[O:21][CH3:22].O=P12OP3(OP(OP(O3)(O1)=O)(=O)O2)=O.COC(OC)(OC)C1C=CC=CC=1>O.ClCCl>[F:11][C:8]1[CH:9]=[CH:10][C:2]([F:1])=[C:3]([CH3:12])[C:4]=1[C:5]([C:18]1[C:19]([O:23][CH3:24])=[C:20]([O:21][CH3:22])[C:15]([O:14][CH3:13])=[CH:16][C:17]=1[CH3:25])=[O:7]. Procedure: 9.3 g (54.3 mmol) of 3,6-difluoro-2-methylbenzoic acid and 9.88 g (54.3 mmol) of 3,4,5-trimethoxytoluene were introduced into 250 ml of absolute dichloromethane, and 54 g (380 mmol) of pulverulent phosphorus pentoxide were then added. The mixture was stirred for 16 hours at room temperature. According to HPLC check, the trimethoxytoluene had not been reacted completely. A further 13.5 g of phosphorus pentoxide were added. After a further four hours, the reaction mixture was poured into water and... Starting materials: CC(C)CI, COc1ccc(-c2cc(=O)[nH]nc2-c2ccc(OC)c(F)c2)cc1F. Yields the product COc1ccc(-c2cc(=O)n(CC(C)C)nc2-c2ccc(OC)c(F)c2)cc1F. As a reaction SMILES: [CH2:26]([CH:27]([CH3:28])[CH3:29])[I:30].[F:1][c:2]1[cH:3][c:4](-[c:10]2[cH:11][c:12](=[O:25])[nH:13][n:14][c:15]2-[c:16]2[cH:17][c:18]([F:24])[c:19]([O:22][CH3:23])[cH:20][cH:21]2)[cH:5][cH:6][c:7]1[O:8][CH3:9]>>[F:1][c:2]1[cH:3][c:4](-[c:10]2[cH:11][c:12](=[O:25])[n:13]([CH2:26][CH:27]([CH3:28])[CH3:29])[n:14][c:15]2-[c:16]2[cH:17][c:18]([F:24])[c:19]([O:22][CH3:23])[cH:20][cH:21]2)[cH:5][cH:6][c:7]1[O:8][CH3:9]. Reactants: BrCC1=C(C(=O)OC)C=CC=C1S(=O)(=O)N(C)C (2-(Bromomethyl)-3-[(N,N-dimethylamino)sulfonyl]benzoic acid, methyl ester), NC(=S)N (thiourea). Run in CO (methanol). Yields the product Br.NC(SCC1=C(C(=O)OC)C=CC=C1S(=O)(=O)N(C)C)=N (2-[[(Amino)(imino)methyl]thiomethyl]-3-[(dimethylamino)sulfonyl]benzoic acid, methyl ester, hydrobromide salt). RXN SMILES: [Br:1][CH2:2][C:3]1[C:12]([S:13]([N:16]([CH3:18])[CH3:17])(=[O:15])=[O:14])=[CH:11][CH:10]=[CH:9][C:4]=1[C:5]([O:7][CH3:8])=[O:6].[NH2:19][C:20]([NH2:22])=[S:21]>CO>[BrH:1].[NH2:22][C:20](=[NH:19])[S:21][CH2:2][C:3]1[C:12]([S:13]([N:16]([CH3:18])[CH3:17])(=[O:15])=[O:14])=[CH:11][CH:10]=[CH:9][C:4]=1[C:5]([O:7][CH3:8])=[O:6] |f:3.4|. Procedure: A solution of the crude reaction mixture from Example 11 and 4.5 g thiourea in 150 ml methanol was heated at reflux temperature for 1.5 hours. Removal of the methanol in vacuo left a viscous oil which afforded a white solid upon trituration with ethyl acetate and filtration. The yield of the title isothiouronium bromide salt, m.p. 157°-164°(dec.), was 22.2 g.